This data is from the Open Reaction Database (ORD), a public repository of structured organic reaction records. The task is: describe an organic reaction: reactants, conditions, products, and yield Yield: 47.4%. Product: CC(C(=O)COC(C)=O)(C)NC(C1=CC(=CC(=C1)Cl)Cl)=O (N-(1',1'-dimethyl-3'-acetoxyacetonyl)-3,5-dichlorobenzamide). Reactants: C(C)(=O)[O-].[Na+] (sodium acetate), CC(C(=O)CCl)(C)NC(C1=CC(=CC(=C1)Cl)Cl)=O (N-(1',1'-dimethyl-3'-chloroacetonyl)-3,5-dichlorobenzamide), O (water). Reaction SMILES: [CH3:1][C:2]([NH:8][C:9](=[O:18])[C:10]1[CH:15]=[C:14]([Cl:16])[CH:13]=[C:12]([Cl:17])[CH:11]=1)([CH3:7])[C:3]([CH2:5]Cl)=[O:4].[C:19]([O-:22])(=[O:21])[CH3:20].[Na+].O>CN(C=O)C>[CH3:1][C:2]([NH:8][C:9](=[O:18])[C:10]1[CH:15]=[C:14]([Cl:16])[CH:13]=[C:12]([Cl:17])[CH:11]=1)([CH3:7])[C:3]([CH2:5][O:22][C:19](=[O:21])[CH3:20])=[O:4] |f:1.2|. Procedure: N-(1',1'-dimethyl-3'-chloroacetonyl)-3,5-dichlorobenzamide (20 gm, 0.065 m) was dissolved in 100 ml of dry DMF and 10.6 gm (0.128 m) of sodium acetate was added. The slurry was blanketed under a nitrogen atmosphere and then heated to 80°-90° C. for 4 days. The reaction mixture was cooled by adding 100 ml of water. The aqueous solution was extracted four times with 10 ml aliquots of methylene chloride. The combined organic extracts were washed with water (3×100 ml) and brine. The solvent was remo... Run in CN(C)C=O (DMF). The reactants are ClCCn1cc(Br)cn1, CCS(=O)(=O)N1CCC(c2c[nH]c3c(C(N)=O)cc(B4OC(C)(C)C(C)(C)O4)cc23)CC1, CCOC(C)=O, [Na+], [Na+], O=C([O-])[O-], C1COCCO1, O, c1ccc(P(c2ccccc2)(c2ccccc2)[Pd](P(c2ccccc2)(c2ccccc2)c2ccccc2)(P(c2ccccc2)(c2ccccc2)c2ccccc2)P(c2ccccc2)(c2ccccc2)c2ccccc2)cc1. The product is CCS(=O)(=O)N1CCC(c2c[nH]c3c(C(N)=O)cc(-c4cnn(CCCl)c4)cc23)CC1. As a reaction SMILES: [Br:39][c:40]1[cH:41][n:42][n:43]([CH2:45][CH2:46][Cl:47])[cH:44]1.[CH2:1]([CH3:2])[S:3](=[O:4])(=[O:5])[N:6]1[CH2:7][CH2:8][CH:9]([c:12]2[cH:13][nH:14][c:15]3[c:16]([C:30](=[O:31])[NH2:32])[cH:17][c:18]([B:21]4[O:22][C:23]([CH3:24])([CH3:25])[C:26]([CH3:27])([CH3:28])[O:29]4)[cH:19][c:20]23)[CH2:10][CH2:11]1.[CH3:55][CH2:56][O:57][C:58]([CH3:59])=[O:60].[Na+:33].[Na+:34].[O-:35][C:36](=[O:37])[O-:38].[O:48]1[CH2:49][CH2:50][O:51][CH2:52][CH2:53]1.[OH2:54].[cH:61]1[cH:62][cH:63][c:64]([P:65]([Pd:66]([P:67]([c:68]2[cH:69][cH:70][cH:71][cH:72][cH:73]2)([c:74]2[cH:75][cH:76][cH:77][cH:78][cH:79]2)[c:80]2[cH:81][cH:82][cH:83][cH:84][cH:85]2)([P:86]([c:87]2[cH:88][cH:89][cH:90][cH:91][cH:92]2)([c:93]2[cH:94][cH:95][cH:96][cH:97][cH:98]2)[c:99]2[cH:100][cH:101][cH:102][cH:103][cH:104]2)[P:105]([c:106]2[cH:107][cH:108][cH:109][cH:110][cH:111]2)([c:112]2[cH:113][cH:114][cH:115][cH:116][cH:117]2)[c:118]2[cH:119][cH:120][cH:121][cH:122][cH:123]2)([c:124]2[cH:125][cH:126][cH:127][cH:128][cH:129]2)[c:130]2[cH:131][cH:132][cH:133][cH:134][cH:135]2)[cH:136][cH:137]1>>[CH2:1]([CH3:2])[S:3](=[O:4])(=[O:5])[N:6]1[CH2:7][CH2:8][CH:9]([c:12]2[cH:13][nH:14][c:15]3[c:16]([C:30](=[O:31])[NH2:32])[cH:17][c:18](-[c:40]4[cH:41][n:42][n:43]([CH2:45][CH2:46][Cl:47])[cH:44]4)[cH:19][c:20]23)[CH2:10][CH2:11]1. The reactants are N1=CC=CC=C1 (pyridine), C(C)(=O)OC(C)=O (acetic anhydride), NCC=1N=C(SC1COC1=CC(=C(C=C1)C1=NOC(N1)=O)F)C1=CC=C(C=C1)C(F)(F)F (3-{4-[4-aminomethyl-2-(4-trifluoromethyl-phenyl)-thiazol-5-ylmethoxy]-2-fluoro-phenyl}-4H-1,2,4-oxadiazol-5-one), N1=CC=CC=C1 (pyridine), C(C)(=O)OC(C)=O (acetic anhydride), O (water). Run in ClCCl (dichloromethane). Run at time 1.5 hour. The product is FC=1C=C(OCC2=C(N=C(S2)C2=CC=C(C=C2)C(F)(F)F)CNC(C)=O)C=CC1C1=NOC(N1)=O (N-[5-[3-fluoro-4-(5-oxo-4,5-dihydro-1,2,4-oxadiazol-3-yl)-phenoxymethyl]-2-(4-trifluoromethyl-phenyl)-thiazol-4-ylmethyl]-acetamide). The yield is 10.7%. As a reaction SMILES: [NH2:1][CH2:2][C:3]1[N:4]=[C:5]([C:23]2[CH:28]=[CH:27][C:26]([C:29]([F:32])([F:31])[F:30])=[CH:25][CH:24]=2)[S:6][C:7]=1[CH2:8][O:9][C:10]1[CH:15]=[CH:14][C:13]([C:16]2[NH:20][C:19](=[O:21])[O:18][N:17]=2)=[C:12]([F:22])[CH:11]=1.N1C=CC=CC=1.[C:39](OC(=O)C)(=[O:41])[CH3:40].O>ClCCl>[F:22][C:12]1[CH:11]=[C:10]([CH:15]=[CH:14][C:13]=1[C:16]1[NH:20][C:19](=[O:21])[O:18][N:17]=1)[O:9][CH2:8][C:7]1[S:6][C:5]([C:23]2[CH:28]=[CH:27][C:26]([C:29]([F:31])([F:30])[F:32])=[CH:25][CH:24]=2)=[N:4][C:3]=1[CH2:2][NH:1][C:39](=[O:41])[CH3:40]. Reported procedure: To a suspension of 53.3 mg of 3-{4-[4-aminomethyl-2-(4-trifluoromethyl-phenyl)-thiazol-5-ylmethoxy]-2-fluoro-phenyl}-4H-1,2,4-oxadiazol-5-one in 1 mL of dichloromethane was added 27 mg of pyridine and 19 mg of acetic anhydride. The resulting mixture was stirred for 1.5 h at room temperature and then a drop of pyridine and acetic anhydride were added. After stirring for 25 minutes at room temperature, it was poured into water and extracted with dichloromethane. The organic extracts were dried ove... The reactants are Cl.FC1=CC=C(C=C1)NN ((4-fluoro-phenyl)-hydrazine hydrochloride salt), O1CCC(C2=CC=CC=C12)=O (chroman-4-one). The product is FC=1C=C2C=3COC4=C(C3NC2=CC1)C=CC=C4 (8-fluoro-6,11-dihydro-5-oxa-11-aza-benzo[a]fluorene). Reaction SMILES: Cl.[F:2][C:3]1[CH:8]=[CH:7][C:6]([NH:9]N)=[CH:5][CH:4]=1.[O:11]1[C:20]2[C:15](=[CH:16][CH:17]=[CH:18][CH:19]=2)[C:14](=O)[CH2:13][CH2:12]1>>[F:2][C:3]1[CH:8]=[C:7]2[C:6](=[CH:5][CH:4]=1)[NH:9][C:14]1[C:15]3[CH:16]=[CH:17][CH:18]=[CH:19][C:20]=3[O:11][CH2:12][C:13]2=1 |f:0.1|. Procedure details: Following the procedure described in Example 4, using (4-fluoro-phenyl)-hydrazine hydrochloride salt and chroman-4-one (2.5 g, 17 mmol) as the starting material, the title compound was prepared as a brown solid. The reactants are ClC=1C=C(CN)C=CC1Cl (3,4-dichlorobenzylamine), ClC=1C2=C(N=C(N1)C1=CC=NC=C1)SC=C2C (4-chloro-2-(pyridin-4-yl)-5-methyl-thieno-[2,3-d]-pyrimidine). Product: N1=CC=C(C=C1)C=1N=C(C2=C(N1)SC=C2C)NCC2=CC(=C(C=C2)Cl)Cl (2-(pyridin-4-yl)-4-(3,4-dichlorobenzylamino)-5-methyl-thieno-[2,3-d]-pyrimidine). As a reaction SMILES: [Cl:1][C:2]1[CH:3]=[C:4]([CH:7]=[CH:8][C:9]=1[Cl:10])[CH2:5][NH2:6].Cl[C:12]1[C:13]2[C:26]([CH3:27])=[CH:25][S:24][C:14]=2[N:15]=[C:16]([C:18]2[CH:23]=[CH:22][N:21]=[CH:20][CH:19]=2)[N:17]=1>>[N:21]1[CH:20]=[CH:19][C:18]([C:16]2[N:17]=[C:12]([NH:6][CH2:5][C:4]3[CH:7]=[CH:8][C:9]([Cl:10])=[C:2]([Cl:1])[CH:3]=3)[C:13]3[C:26]([CH3:27])=[CH:25][S:24][C:14]=3[N:15]=2)=[CH:23][CH:22]=1. Procedure: With the procedure of Example 1, the reaction of 3,4-dichlorobenzylamine with 4-chloro-2-(pyridin-4-yl)-5-methyl-thieno-[2,3-d]-pyrimidine yields 2-(pyridin-4-yl)-4-(3,4-dichlorobenzylamino)-5-methyl-thieno-[2,3-d]-pyrimidine. Reactants: [H-].[Na+] (sodium hydride), CN1N=C(C=C1O)C(F)(F)F (1-methyl-5-hydroxy-3-(trifluoromethyl)pyrazole), ClC1=NC(=CC=C1)Cl (2,6-dichloropyridine). Run in CN(C(C)=O)C (N,N-dimethylacetamide), CN(C(C)=O)C (N,N-dimethylacetamide), CN(C(C)=O)C (N,N-dimethylacetamide). Conditions: temperature 135 celsius. Yields the product ClC1=NC(=CC=C1)OC1=CC(=NN1C)C(F)(F)F (2-Chloro-6-[1-methyl-3-(trifluoromethyl)pyrazol-5-yloxy]pyridine). Reaction SMILES: [H-].[Na+].[CH3:3][N:4]1[C:8]([OH:9])=[CH:7][C:6]([C:10]([F:13])([F:12])[F:11])=[N:5]1.[Cl:14][C:15]1[CH:20]=[CH:19][CH:18]=[C:17](Cl)[N:16]=1>CN(C)C(=O)C>[Cl:14][C:15]1[CH:20]=[CH:19][CH:18]=[C:17]([O:9][C:8]2[N:4]([CH3:3])[N:5]=[C:6]([C:10]([F:11])([F:12])[F:13])[CH:7]=2)[N:16]=1 |f:0.1|. Reported procedure: 1.8 g (71 mmol) of sodium hydride (95 percent) was suspended in 25 ml of N,N-dimethylacetamide. A solution of 12.46 g (67 mmol) of 1-methyl-5-hydroxy-3-(trifluoromethyl)pyrazole (J Heterocycl. Chem. 1990, 27, 243) in 40 ml of N,N-dimethylacetamide was added dropwise over 1 hour at 22° C. The resulting solution was added dropwise over 3 hours, under nitrogen, to a solution of 18.5 g (125 mmol) of 2,6-dichloropyridine in 37.5 ml of N,N-dimethylacetamide, heated to 135° C. After a further 5 hours o...